From a dataset of the Open Reaction Database (ORD), a public repository of structured organic reaction records. describe an organic reaction: reactants, conditions, products, and yield The reactants are C(#N)C1=CC=C(C=C1)B(O)O (4-cyanophenylboronic acid), CC1(CC=CC1=O)C (5,5-dimethylcyclopent-2-en-1-one), C([O-])([O-])=O.[K+].[K+] (potassium carbonate), [Cl-] (chloride). The reagents and catalysts are C1(=CC=CC=C1)P(C1=C(C2=CC=CC=C2C=C1)C1=C(C=CC2=CC=CC=C12)P(C1=CC=CC=C1)C1=CC=CC=C1)C1=CC=CC=C1 (racemic-2,2′-bis(diphenylphosphino)-1,1′-binaphthyl). The solvent is C(C)(=O)OCC (ethyl acetate), C(C)(C)O (isopropyl alcohol), O1CCCC1 (tetrahydrofuran), O1CCCC1 (tetrahydrofuran). Run at time 30 minute. Yields the product CC1(CC(CC1=O)C1=CC=C(C#N)C=C1)C ((+/−)-4-(3,3-Dimethyl-4-oxo-cyclopentyl)benzonitrile). Isolated yield 88.2%. Reaction SMILES: [Cl-].[C:2]([C:4]1[CH:9]=[CH:8][C:7](B(O)O)=[CH:6][CH:5]=1)#[N:3].[CH3:13][C:14]1([CH3:20])[C:18](=[O:19])[CH:17]=[CH:16][CH2:15]1.C(=O)([O-])[O-].[K+].[K+]>C1(P(C2C=CC=CC=2)C2C=CC3C(=CC=CC=3)C=2C2C3C(=CC=CC=3)C=CC=2P(C2C=CC=CC=2)C2C=CC=CC=2)C=CC=CC=1.C(OCC)(=O)C.C(O)(C)C.O1CCCC1>[CH3:13][C:14]1([CH3:20])[C:18](=[O:19])[CH2:17][CH:16]([C:7]2[CH:8]=[CH:9][C:4]([C:2]#[N:3])=[CH:5][CH:6]=2)[CH2:15]1 |f:3.4.5|. Procedure: Bis(1,5-cyclooctadienerhodium chloride) (1.09 g, 2.18 mmol), racemic-2,2′-bis(diphenylphosphino)-1,1′-binaphthyl (3.05 g, 4.90 mmol) are added to tetrahydrofuran (72 mL) and the mixture is stirred under a nitrogen atmosphere for 30 minutes. This solution is added to a mixture of 4-cyanophenylboronic acid (80.04 g, 544.68 mmol), 5,5-dimethylcyclopent-2-en-1-one (24 g, 217.87 mmol), potassium carbonate (40.65 g, 294.13 mmol), tetrahydrofuran (144 mL), and isopropyl alcohol (16.7 mL) at 60° C. The ... The product is FC(F)(F)c1ccc(C(Cl)=NN=Cc2ccccc2)cc1. Reactants: Cc1ccccc1, O=C(NN=Cc1ccccc1)c1ccc(C(F)(F)F)cc1, O=S(Cl)Cl. Reaction SMILES: [CH3:26][c:27]1[cH:28][cH:29][cH:30][cH:31][cH:32]1.[CH:1]([c:2]1[cH:3][cH:4][cH:5][cH:6][cH:7]1)=[N:8][NH:9][C:10]([c:11]1[cH:12][cH:13][c:14]([C:17]([F:18])([F:19])[F:20])[cH:15][cH:16]1)=[O:21].[S:22]([Cl:23])([Cl:24])=[O:25]>>[CH:1]([c:2]1[cH:3][cH:4][cH:5][cH:6][cH:7]1)=[N:8][N:9]=[C:10]([c:11]1[cH:12][cH:13][c:14]([C:17]([F:18])([F:19])[F:20])[cH:15][cH:16]1)[Cl:24]. Starting materials: C1CCOC1, CCc1ccccc1-c1cc(Br)ccc1OCc1ccc(C(=O)OC)cn1, CCO, [Na+], [OH-]. Product: CCc1ccccc1-c1cc(Br)ccc1OCc1ccc(C(=O)O)cn1. RXN SMILES: [CH2:33]1[O:34][CH2:35][CH2:36][CH2:37]1.[CH3:1][CH2:2][c:3]1[c:4](-[c:9]2[c:10]([O:11][CH2:12][c:13]3[n:14][cH:15][c:16]([C:19](=[O:20])[O:21][CH3:22])[cH:17][cH:18]3)[cH:23][cH:24][c:25]([Br:27])[cH:26]2)[cH:5][cH:6][cH:7][cH:8]1.[CH3:30][CH2:31][OH:32].[Na+:29].[OH-:28]>>[CH3:1][CH2:2][c:3]1[c:4](-[c:9]2[c:10]([O:11][CH2:12][c:13]3[n:14][cH:15][c:16]([C:19](=[O:20])[OH:21])[cH:17][cH:18]3)[cH:23][cH:24][c:25]([Br:27])[cH:26]2)[cH:5][cH:6][cH:7][cH:8]1. Reactants: C(C)OP(OCC)Cl (Diethylchlorophosphite), Cl (hydrochloric acid), [Mg] (magnesium), II (iodine crystals), C(CC1=CC=CC=C1)[Mg]Br (Phenethylmagnesium bromide), [Br-] (bromide), [Mg] (magnesium), C1(=CC=CC=C1)CCCBr (Phenylpropyl bromide). Run in C(C)OCC (diethyl ether), C(C)OCC (diethyl ether), C(C)OCC (diethyl ether), O (water). Conditions: temperature 35 celsius, time 20 minute. The product is C1(=CC=CC=C1)CCCP(O)=O (3-phenylpropylphosphinic acid). Yield: 53.2%. Reaction SMILES: [Mg].II.[C:4]1([CH2:10][CH2:11][CH2:12]Br)[CH:9]=[CH:8][CH:7]=[CH:6][CH:5]=1.[Br-].C([O:17][P:18](Cl)[O:19]CC)C.C([Mg]Br)CC1C=CC=CC=1.Cl>O.C(OCC)C>[C:4]1([CH2:10][CH2:11][CH2:12][PH:18](=[O:17])[OH:19])[CH:9]=[CH:8][CH:7]=[CH:6][CH:5]=1. Procedure: To magnesium turnings (2.44 g, 0.10 mol) in 20 Ml of dry diethyl ether under an atmosphere of nitrogen was added several iodine crystals. Phenylpropyl bromide (20.0 g, 0.10 mol) in 80 Ml of diethyl ether was placed in a dropping funnel. Approximately 10 Ml of the bromide solution was added to the magnesium turnings and stirring was initiated. After several minutes the iodine was consumed and additional phenylpropyl bromide was added while maintaining a temperature of 35° C. Once addition was com... Reactants: CCN(C(C)C)C(C)C, CC(=O)c1c(C2CCNCC2)nc2c(-c3ccc(-c4ccccc4)nc3)cnn2c1N, O=S(=O)(Cl)N1CCOCC1, CN(C)C=O. Product: CC(=O)c1c(C2CCN(S(=O)(=O)N3CCOCC3)CC2)nc2c(-c3ccc(-c4ccccc4)nc3)cnn2c1N. As a reaction SMILES: [CH:1]([N:2]([CH2:3][CH3:4])[CH:5]([CH3:6])[CH3:7])([CH3:8])[CH3:9].[NH2:10][c:11]1[c:12]([C:38]([CH3:39])=[O:40])[c:13]([CH:32]2[CH2:33][CH2:34][NH:35][CH2:36][CH2:37]2)[n:14][c:15]2[n:16]1[n:17][cH:18][c:19]2-[c:20]1[cH:21][n:22][c:23](-[c:26]2[cH:27][cH:28][cH:29][cH:30][cH:31]2)[cH:24][cH:25]1.[O:41]1[CH2:42][CH2:43][N:44]([S:47](=[O:48])(=[O:49])[Cl:50])[CH2:45][CH2:46]1.[O:51]=[CH:52][N:53]([CH3:54])[CH3:55]>>[NH2:10][c:11]1[c:12]([C:38]([CH3:39])=[O:40])[c:13]([CH:32]2[CH2:33][CH2:34][N:35]([S:47]([N:44]3[CH2:43][CH2:42][O:41][CH2:46][CH2:45]3)(=[O:48])=[O:49])[CH2:36][CH2:37]2)[n:14][c:15]2[n:16]1[n:17][cH:18][c:19]2-[c:20]1[cH:21][n:22][c:23](-[c:26]2[cH:27][cH:28][cH:29][cH:30][cH:31]2)[cH:24][cH:25]1. Reactants: COC(CC1=CC2=CC=C(C=C2C(=C1)C1CCN(CC1)S(=O)(=O)C1=CC(=CC=C1)Cl)F)=O ({4-[1-(3-chloro-benzenesulfonyl)-piperidin-4-yl]-6-fluoro-naphthalen-2-yl}-acetic acid methyl ester), O.[OH-].[Li+] (lithium hydroxide monohydrate). Solvent: C1CCOC1 (THF), O (water). Reaction conditions: time 24 hour. Yields the product ClC=1C=C(C=CC1)S(=O)(=O)N1CCC(CC1)C1=CC(=CC2=CC=C(C=C12)F)CC(=O)O ({4-[1-(3-chloro-benzenesulfonyl)-piperidin-4-yl]-6-fluoro-naphthalen-2-yl}-acetic acid). The yield is 64.9%. RXN SMILES: C[O:2][C:3](=[O:32])[CH2:4][C:5]1[CH:14]=[C:13]([CH:15]2[CH2:20][CH2:19][N:18]([S:21]([C:24]3[CH:29]=[CH:28][CH:27]=[C:26]([Cl:30])[CH:25]=3)(=[O:23])=[O:22])[CH2:17][CH2:16]2)[C:12]2[C:7](=[CH:8][CH:9]=[C:10]([F:31])[CH:11]=2)[CH:6]=1.O.[OH-].[Li+]>C1COCC1.O>[Cl:30][C:26]1[CH:25]=[C:24]([S:21]([N:18]2[CH2:19][CH2:20][CH:15]([C:13]3[C:12]4[C:7](=[CH:8][CH:9]=[C:10]([F:31])[CH:11]=4)[CH:6]=[C:5]([CH2:4][C:3]([OH:32])=[O:2])[CH:14]=3)[CH2:16][CH2:17]2)(=[O:23])=[O:22])[CH:29]=[CH:28][CH:27]=1 |f:1.2.3|. Reported procedure: To a stirred solution of {4-[1-(3-chloro-benzenesulfonyl)-piperidin-4-yl]-6-fluoro-naphthalen-2-yl}-acetic acid methyl ester (90 mg, 0.19 mmol) in THF (4 mL) was added a solution of lithium hydroxide monohydrate (40 mg, 0.95 mmol) in water (1 mL) and the reaction mixture was stirred for 24 h at RT. The reaction mixture was concentrated under reduced pressure and washed with diethyl ether (3×5 mL). The washings were discarded. Water (5 mL) was added to the residue, and the mixture acidified (pH ˜... Reactants: [BH3-]C#N, CO, CN, COc1ccc2c(c1)C(CC=O)CC(=O)N2C, Cl, [Na+]. Product: CNCCC1CC(=O)N(C)c2ccc(OC)cc21. Reaction SMILES: [C:1](#[N:2])[BH3-:3].[CH3:25][OH:26].[CH3:6][NH2:7].[CH3:8][O:9][c:10]1[cH:11][c:12]2[c:17]([cH:18][cH:19]1)[N:16]([CH3:20])[C:15](=[O:21])[CH2:14][CH:13]2[CH2:22][CH:23]=[O:24].[ClH:5].[Na+:4]>>[CH3:1][NH:2][CH2:23][CH2:22][CH:13]1[c:12]2[cH:11][c:10]([O:9][CH3:8])[cH:19][cH:18][c:17]2[N:16]([CH3:20])[C:15](=[O:21])[CH2:14]1. Starting materials: COC1=CC2=C(C(=CO2)C2=CC=CC=C2)C=C1 (6-methoxy-3 -phenylbenzofuran), BrBr (bromine). Run in ClCCl (dichloromethane), ClCCl (dichloromethane). Product: BrC=1OC2=C(C1C1=CC=CC=C1)C=CC(=C2)OC (2-bromo-6-methoxy-3-phenylbenzofuran). Reaction SMILES: [CH3:1][O:2][C:3]1[CH:17]=[CH:16][C:6]2[C:7]([C:10]3[CH:15]=[CH:14][CH:13]=[CH:12][CH:11]=3)=[CH:8][O:9][C:5]=2[CH:4]=1.[Br:18]Br>ClCCl>[Br:18][C:8]1[O:9][C:5]2[CH:4]=[C:3]([O:2][CH3:1])[CH:17]=[CH:16][C:6]=2[C:7]=1[C:10]1[CH:15]=[CH:14][CH:13]=[CH:12][CH:11]=1. Reported procedure: To a solution of 25 g (0.112 mole) of 6-methoxy-3 -phenylbenzofuran in 400 ml of dichloromethane is added over 1 hour dropwise with stirring 17.9 g (0.112 mole) of bromine in 20 ml of dichloromethane. The solution is washed with 200 ml of 10% aqueous sodium acetate, dried and evaporated to provide 2-bromo-6-methoxy-3-phenylbenzofuran as a dark oil. Starting materials: [OH-].[K+] (KOH), ClC(F)F (chlorodifluoromethane), FC1=C(C(=CC=C1)F)C=1OCC(N1)C1=CC=C(C=C1)C1=CC=C(C=C1)S[Si](C(C)C)(C(C)C)C(C)C (2-(2,6-difluorophenyl)-4,5-dihydro-4-[4'-[[tris(1-methylethyl)silyl]thio][1,1'-biphenyl]-4-yl]oxazole), solution, [N+](CCCC)(CCCC)(CCCC)CCCC.[F-] (n-Bu4NF). Solvent: O (water), C1CCOC1 (THF), C1CCOC1 (THF). Run at time 5 minute. Yields the product FC(SC1=CC=C(C=C1)C1=CC=C(C=C1)C1N=C(OC1)C1=C(C=CC=C1F)F)F (4-[4'-[(difluoromethyl)thio][1,1'-biphenyl]-4-yl]-2-(2,6-difluorophenyl)-4,5-dihydrooxazole). Reaction SMILES: [F:1][C:2]1[CH:7]=[CH:6][CH:5]=[C:4]([F:8])[C:3]=1[C:9]1[O:10][CH2:11][CH:12]([C:14]2[CH:19]=[CH:18][C:17]([C:20]3[CH:25]=[CH:24][C:23]([S:26][Si](C(C)C)(C(C)C)C(C)C)=[CH:22][CH:21]=3)=[CH:16][CH:15]=2)[N:13]=1.[N+](CCCC)(CCCC)(CCCC)CCCC.[F-].[OH-].[K+].Cl[CH:58]([F:60])[F:59]>C1COCC1.O>[F:59][CH:58]([F:60])[S:26][C:23]1[CH:24]=[CH:25][C:20]([C:17]2[CH:16]=[CH:15][C:14]([CH:12]3[CH2:11][O:10][C:9]([C:3]4[C:4]([F:8])=[CH:5][CH:6]=[CH:7][C:2]=4[F:1])=[N:13]3)=[CH:19][CH:18]=2)=[CH:21][CH:22]=1 |f:1.2,3.4|. Reported procedure: To a solution of 10.9 g of the title compound of Step B in 20 mL of THF was added 23 mL of a commercial 1.0 M solution of n-Bu4NF in THF (containing 5% water) at 15 to 20° C. (water bath cooling) under a nitrogen atmosphere. After 5 minutes, 5.9 g of freshly-ground KOH was added, and then excess Freon® 22 (chlorodifluoromethane) was added through a subsurface tube at a rate sufficient to maintain a slight overpressure. After 20 to 30 minutes, the gas addition was stopped, and the reaction mixtur...